From a dataset of the Open Reaction Database (ORD), a public repository of structured organic reaction records. describe an organic reaction: reactants, conditions, products, and yield Starting materials: N#N (N2), BrC=1SC2=C(N1)C=CC(=C2)C(C(CC)CC)N2C=NC=C2 (2-bromo-6-(2-ethyl-1-(1H-imidazol-1-yl)butyl)benzo[d]thiazole), COC(=O)C1=CC=C(C=C1)B(O)O ((4-(methoxycarbonyl)phenyl)boronic acid), C([O-])([O-])=O.[K+].[K+] (potassium carbonate). The reagents and catalysts are C=1C=CC(=CC1)[P](C=2C=CC=CC2)(C=3C=CC=CC3)[Pd]([P](C=4C=CC=CC4)(C=5C=CC=CC5)C=6C=CC=CC6)([P](C=7C=CC=CC7)(C=8C=CC=CC8)C=9C=CC=CC9)[P](C=1C=CC=CC1)(C=1C=CC=CC1)C=1C=CC=CC1 (tetrakis(triphenylphosphine)palladium). Solvent: O (water), COCCOC (DME). Run at temperature 80 celsius. Yields the product C(C)C(C(N1C=NC=C1)C1=CC2=C(N=CS2C2=CC=C(C(=O)OC)C=C2)C=C1)CC (methyl 4-(6-(2-ethyl-1-(1H-imidazol-1-yl)butyl)benzo[d]thiazol-1-yl)benzoate). RXN SMILES: Br[C:2]1[S:3][C:4]2[CH:10]=[C:9]([CH:11]([N:17]3[CH:21]=[CH:20][N:19]=[CH:18]3)[CH:12]([CH2:15][CH3:16])[CH2:13][CH3:14])[CH:8]=[CH:7][C:5]=2[N:6]=1.[CH3:22][O:23][C:24]([C:26]1[CH:31]=[CH:30][C:29](B(O)O)=[CH:28][CH:27]=1)=[O:25].C(=O)([O-])[O-].[K+].[K+].N#N>C1C=CC([P]([Pd]([P](C2C=CC=CC=2)(C2C=CC=CC=2)C2C=CC=CC=2)([P](C2C=CC=CC=2)(C2C=CC=CC=2)C2C=CC=CC=2)[P](C2C=CC=CC=2)(C2C=CC=CC=2)C2C=CC=CC=2)(C2C=CC=CC=2)C2C=CC=CC=2)=CC=1.O.COCCOC>[CH2:13]([CH:12]([CH2:15][CH3:16])[CH:11]([C:9]1[CH:8]=[CH:7][C:5]2[N:6]=[CH:2][SH:3]([C:29]3[CH:30]=[CH:31][C:26]([C:24]([O:23][CH3:22])=[O:25])=[CH:27][CH:28]=3)[C:4]=2[CH:10]=1)[N:17]1[CH:21]=[CH:20][N:19]=[CH:18]1)[CH3:14] |f:2.3.4,^1:46,48,67,86|. Procedure: A solution of 2-bromo-6-(2-ethyl-1-(1H-imidazol-1-yl)butyl)benzo[d]thiazole (93 mg, 0.255 mmol), (4-(methoxycarbonyl)phenyl)boronic acid (50.6 mg, 0.281 mmol), tetrakis(triphenylphosphine)palladium (29.5 mg, 0.0255 mmol), potassium carbonate (106 mg, 0.765 mmol), DME (5 mL) and water (0.8 mL) was degassed, filled with N2, and heated to 80° C. for 6 h. The reaction mixture was evaporated. The crude product was purified by column chromatography using 5 MeOH in DCM as eluent to afford to methyl 4-(...